Dataset: the Open Reaction Database (ORD), a public repository of structured organic reaction records. Task: describe an organic reaction: reactants, conditions, products, and yield The reactants are C(C)OC(=O)C=1N(C=NC1N1N=C(NC1=O)C(C1=C(C=C(C(=C1)OC)OC)F)NC1=CC(=C(C=C1)C#N)CNC(=O)OC(C)(C)C)CC=C (3-allyl-5-(3-{[3-(t-butoxycarbonylaminomethyl)-4-cyanophenylamino]-(2-fluoro-4,5-dimethoxyphenyl)methyl}-5-oxo-4,5-dihydro-[1,2,4]triazol-1-yl)-3H-imidazole-4-carboxylic acid ethyl ester), [OH-].[Na+] (sodium hydroxide). Run in CO (methanol). Reaction conditions: time 8 hour. Yields the product C(C=C)N1C=NC(=C1C(=O)O)N1N=C(NC1=O)C(C1=C(C=C(C(=C1)OC)OC)F)NC1=CC(=C(C=C1)C#N)CNC(=O)OC(C)(C)C (3-Allyl-5-(3-{[3-(t-butoxycarbonylaminomethyl)-4-cyanophenylamino]-(2-fluoro-4,5-dimethoxyphenyl)methyl}-5-oxo-4,5-dihydro-[1,2,4]triazol-1-yl)-3H-imidazole-4-carboxylic Acid). The yield is 15.3%. As a reaction SMILES: C([O:3][C:4]([C:6]1[N:7]([CH2:47][CH:48]=[CH2:49])[CH:8]=[N:9][C:10]=1[N:11]1[C:15](=[O:16])[NH:14][C:13]([CH:17]([NH:29][C:30]2[CH:35]=[CH:34][C:33]([C:36]#[N:37])=[C:32]([CH2:38][NH:39][C:40]([O:42][C:43]([CH3:46])([CH3:45])[CH3:44])=[O:41])[CH:31]=2)[C:18]2[CH:23]=[C:22]([O:24][CH3:25])[C:21]([O:26][CH3:27])=[CH:20][C:19]=2[F:28])=[N:12]1)=[O:5])C.[OH-].[Na+]>CO>[CH2:47]([N:7]1[C:6]([C:4]([OH:5])=[O:3])=[C:10]([N:11]2[C:15](=[O:16])[NH:14][C:13]([CH:17]([NH:29][C:30]3[CH:35]=[CH:34][C:33]([C:36]#[N:37])=[C:32]([CH2:38][NH:39][C:40]([O:42][C:43]([CH3:46])([CH3:45])[CH3:44])=[O:41])[CH:31]=3)[C:18]3[CH:23]=[C:22]([O:24][CH3:25])[C:21]([O:26][CH3:27])=[CH:20][C:19]=3[F:28])=[N:12]2)[N:9]=[CH:8]1)[CH:48]=[CH2:49] |f:1.2|. Procedure details: To a mixture of 3-allyl-5-(3-{[3-(t-butoxycarbonylaminomethyl)-4-cyanophenylamino]-(2-fluoro-4,5-dimethoxyphenyl)methyl}-5-oxo-4,5-dihydro-[1,2,4]triazol-1-yl)-3H-imidazole-4-carboxylic acid ethyl ester (17 mg) and methanol (1 mL) there was added a 5N sodium hydroxide aqueous solution (0.10 mL), and the mixture was stirred overnight at room temperature. The mixture was purified by reverse-phase high performance liquid chromatography (acetonitrile/water mixed solvent, 0.1% acetic acid) to obtain ... Starting materials: SC1=NNC=N1 (3-mercapto-1,2,4-triazole), CN1N=NN=C1SC1=C/C(/C2=CC=CC=C2C1=O)=N\S(=O)(=O)C1=CC=C(C=C1)C1=CC=CC=C1 ((E)-N-(3-(1-methyl-1H-tetrazol-5-ylthio)-4-oxonaphthalen-1(4H)-ylidene)biphenyl-4-sulfonamide), ClC1=CC=C(S1)S(=O)(=O)/N=C/1\C=C(C(C2=CC=CC=C12)=O)Cl ((E)-5-chloro-N-(3-chloro-4-oxonaphthalen-1(4H)-ylidene)thiophene-2-sulfonamide). Yields the product N1N=C(N=C1)SC1=C/C(/C2=CC=CC=C2C1=O)=N\S(=O)(=O)C=1SC(=CC1)Cl ((E)-N-(3-(1H-1,2,4-triazol-3-ylthio)-4-oxonaphthalen-1(4H)-ylidene)-5-chlorothiophene-2-sulfonamide), CN1N=NN=C1SC1=C/C(/C2=CC=CC=C2C1=O)=N\S(=O)(=O)C1=CC=C(C=C1)C1=CC=CC=C1 ((E)-N-(3-(1-methyl-1H-tetrazol-5-ylthio)-4-oxonaphthalen-1(4H)-ylidene)biphenyl-4-sulfonamide). Isolated yield 79.2%. Reaction SMILES: [CH3:1][N:2]1[C:6]([S:7][C:8]2[C:17](=[O:18])[C:16]3[C:11](=[CH:12][CH:13]=[CH:14][CH:15]=3)/[C:10](=[N:19]/[S:20]([C:23]3[CH:28]=[CH:27][C:26]([C:29]4[CH:34]=[CH:33][CH:32]=[CH:31][CH:30]=4)=[CH:25][CH:24]=3)(=[O:22])=[O:21])/[CH:9]=2)=[N:5][N:4]=[N:3]1.[Cl:35][C:36]1[S:40][C:39]([S:41](/[N:44]=[C:45]2\[CH:46]=[C:47](Cl)[C:48](=[O:55])[C:49]3[C:54]\2=[CH:53][CH:52]=[CH:51][CH:50]=3)(=[O:43])=[O:42])=[CH:38][CH:37]=1.SC1N=CNN=1>>[NH:4]1[CH:1]=[N:2][C:6]([S:7][C:47]2[C:48](=[O:55])[C:49]3[C:54](=[CH:53][CH:52]=[CH:51][CH:50]=3)/[C:45](=[N:44]/[S:41]([C:39]3[S:40][C:36]([Cl:35])=[CH:37][CH:38]=3)(=[O:43])=[O:42])/[CH:46]=2)=[N:5]1.[CH3:1][N:2]1[C:6]([S:7][C:8]2[C:17](=[O:18])[C:16]3[C:11](=[CH:12][CH:13]=[CH:14][CH:15]=3)/[C:10](=[N:19]/[S:20]([C:23]3[CH:28]=[CH:27][C:26]([C:29]4[CH:34]=[CH:33][CH:32]=[CH:31][CH:30]=4)=[CH:25][CH:24]=3)(=[O:21])=[O:22])/[CH:9]=2)=[N:5][N:4]=[N:3]1. Procedure: (E)-N-(3-(1H-1,2,4-triazol-3-ylthio)-4-oxonaphthalen-1(4H)-ylidene)-5-chlorothiophene-2-sulfonamide (13ah) was prepared according to the procedure for 13x except using 12d and 3-mercapto-1,2,4-triazole, affording 69.2 mg (79.2%) title compound as a yellow solid.